Dataset: the Open Reaction Database (ORD), a public repository of structured organic reaction records. Task: describe an organic reaction: reactants, conditions, products, and yield Starting materials: C(C1=CC=NC=C1)(=O)O (isonicotinic acid), CC1CC(NN=C1C1=CC(=C(C=C1)NC)N)=O (5-methyl-6-(3-amino-4-methylaminophenyl)-4,5-dihydropyridazin-3-one), N,N'-carbonyldiimidazole, C1CCOC1 (THF), 5-methyl-6-(3-amino-4-N-methylisonicotinamidophenyl)- and 5-methyl-6-(3-isonicotinamido-4-methylaminophenyl)-4,5-dihydropyridazin-3-one. The solvent is C(C)(=O)O (acetic acid). Run at time 16 hour. Product: CC1CC(NN=C1C1=CC2=C(N(C(=N2)C2=CC=NC=C2)C)C=C1)=O (5-methyl-6-[1-methyl-2-(4-pyridyl)-5-benzimidazolyl]-4,5-dihydropyridazin-3-one). RXN SMILES: [C:1](O)(=O)[C:2]1[CH:7]=[CH:6][N:5]=[CH:4][CH:3]=1.[CH3:10][CH:11]1[C:16]([C:17]2[CH:22]=[CH:21][C:20]([NH:23][CH3:24])=[C:19]([NH2:25])[CH:18]=2)=[N:15][NH:14][C:13](=[O:26])[CH2:12]1.C1COCC1>C(O)(=O)C>[CH3:10][CH:11]1[C:16]([C:17]2[CH:22]=[CH:21][C:20]3[N:23]([CH3:24])[C:1]([C:2]4[CH:7]=[CH:6][N:5]=[CH:4][CH:3]=4)=[N:25][C:19]=3[CH:18]=2)=[N:15][NH:14][C:13](=[O:26])[CH2:12]1. Reported procedure: A mixture of 12.3 g of isonicotinic acid, 23.2 g of 5-methyl-6-(3-amino-4-methylaminophenyl)-4,5-dihydropyridazin-3-one, 16.2 g of N,N'-carbonyldiimidazole and 600 ml of THF is stirred at 25° for 16 hours. After the usual working up, an oily mixture of 5-methyl-6-(3-amino-4-N-methylisonicotinamidophenyl)- and 5-methyl-6-(3-isonicotinamido-4-methylaminophenyl)-4,5-dihydropyridazin-3-one is obtained and is dissolved in 400 ml of acetic acid. After the solution has been boiled for 3 hours, then coo... The reactants are COC(=O)CN, CO, Cl, N=C(c1cc(F)ccc1N)c1ccccc1Br. The product is COC(=O)CN=C(c1cc(F)ccc1N)c1ccccc1Br. As a reaction SMILES: [CH3:19][O:20][C:21]([CH2:22][NH2:23])=[O:24].[CH3:25][OH:26].[ClH:18].[NH2:1][c:2]1[c:3]([C:9](=[NH:10])[c:11]2[c:12]([Br:17])[cH:13][cH:14][cH:15][cH:16]2)[cH:4][c:5]([F:8])[cH:6][cH:7]1>>[NH2:1][c:2]1[c:3]([C:9](=[N:10][CH2:22][C:21]([O:20][CH3:19])=[O:24])[c:11]2[c:12]([Br:17])[cH:13][cH:14][cH:15][cH:16]2)[cH:4][c:5]([F:8])[cH:6][cH:7]1. The reactants are O=CNC1CC(=O)OC1=O, Cl, NC(Cc1ccccc1)C(=O)O, O. Yields the product O=CNC(CC(=O)O)C(=O)NC(Cc1ccccc1)C(=O)O. As a reaction SMILES: [CH:13](=[O:14])[NH:15][CH:16]1[CH2:17][C:18](=[O:19])[O:20][C:21]1=[O:22].[ClH:23].[NH2:1][CH:2]([CH2:3][c:4]1[cH:5][cH:6][cH:7][cH:8][cH:9]1)[C:10]([OH:11])=[O:12].[OH2:24]>>[NH:1]([CH:2]([CH2:3][c:4]1[cH:5][cH:6][cH:7][cH:8][cH:9]1)[C:10]([OH:11])=[O:12])[C:21]([CH:16]([NH:15][CH:13]=[O:14])[CH2:17][C:18](=[O:19])[OH:20])=[O:22]. The reactants are [N+](=O)([O-])C1=CC=C(C=C1)N1CCNCC1 (1-(4-nitrophenyl)-piperazine), C(C)(=O)O (acetic acid), O (water), C1CCOC1 (THF), C(#N)[BH3-].[Na+] (Sodium cyanoborohydride). The product is O1C(=CC=C1)CN1CCN(CC1)C1=CC=C(C=C1)[N+](=O)[O-] (1-furan-2-ylmethyl-4-(4-nitrophenyl)-piperazine). The yield is 54.0%. As a reaction SMILES: [N+:1]([C:4]1[CH:9]=[CH:8][C:7]([N:10]2[CH2:15][CH2:14][NH:13][CH2:12][CH2:11]2)=[CH:6][CH:5]=1)([O-:3])=[O:2].[C:16]([OH:19])(=O)[CH3:17].O.C([BH3-])#N.[Na+].[CH2:25]1[CH2:29]OC[CH2:26]1>>[O:19]1[CH:29]=[CH:25][CH:26]=[C:16]1[CH2:17][N:13]1[CH2:14][CH2:15][N:10]([C:7]2[CH:6]=[CH:5][C:4]([N+:1]([O-:3])=[O:2])=[CH:9][CH:8]=2)[CH2:11][CH2:12]1 |f:3.4|. Procedure details: To a solution of 1-(4-nitrophenyl)-piperazine (0.6 g, 2.89 mmol) in THF (10 mL) was added fufaraldehyde (0.41 g, 4.31 mmol), acetic acid (3 mL) and water (1.5 mL) and the mixture stirred at r.t. for half an hour. Sodium cyanoborohydride (0.27 g, 4.31 mmol) was added and the reaction heated at reflux for four hours. The reaction was cooled and the solvent evaporated. The resulting residue was diluted with water and extracted with dichloromethane. The combined organic layers were washed with satur... Reactants: OCCC=1N=C(SC1C)C1=CC=C(C=C1)C(F)(F)F (4-(2-hydroxy-ethyl)-5-methyl-2-(4-trifluoromethyl-phenyl)thiazole), COC(C1=CC=C(C=C1)O)=O (4-hydroxy-benzoic acid methyl ester), N(=NC(=O)OCC)C(=O)OCC (diethyl azodicarboxylate), C1(=CC=CC=C1)P(C1=CC=CC=C1)C1=CC=CC=C1 (triphenylphosphine). The solvent is C1CCOC1 (THF). Conditions: time 20 minute. Product: COC(C1=CC=C(C=C1)OCCC=1N=C(SC1C)C1=CC=C(C=C1)C(F)(F)F)=O (4-[5-Methyl-2-(4-trifluoromethyl-phenyl)-thiazol-4-ylethoxy]-benzoic Acid Methyl Ester). RXN SMILES: [OH:1][CH2:2][CH2:3][C:4]1[N:5]=[C:6]([C:10]2[CH:15]=[CH:14][C:13]([C:16]([F:19])([F:18])[F:17])=[CH:12][CH:11]=2)[S:7][C:8]=1[CH3:9].[CH3:20][O:21][C:22](=[O:30])[C:23]1[CH:28]=[CH:27][C:26](O)=[CH:25][CH:24]=1.C1(P(C2C=CC=CC=2)C2C=CC=CC=2)C=CC=CC=1.N(C(OCC)=O)=NC(OCC)=O>C1COCC1>[CH3:20][O:21][C:22](=[O:30])[C:23]1[CH:28]=[CH:27][C:26]([O:1][CH2:2][CH2:3][C:4]2[N:5]=[C:6]([C:10]3[CH:15]=[CH:14][C:13]([C:16]([F:19])([F:18])[F:17])=[CH:12][CH:11]=3)[S:7][C:8]=2[CH3:9])=[CH:25][CH:24]=1. Procedure: To a solution of 4-(2-hydroxy-ethyl)-5-methyl-2-(4-trifluoromethyl-phenyl)thiazole (Example 3, 288 mg, 1.0 mmol) in THF (3 mL) add 4-hydroxy-benzoic acid methyl ester (167 mg, 1.1 mmol) followed by triphenylphosphine (288 mg, 1.1 mmol). To this solution, add, dropwise, diethyl azodicarboxylate (174 μL, 1.1 mmol). On complete addition, stir the resulting red solution for 20 min. concentrate under reduced pressure and purify the residue by flash chromatography (elute with 15% ethyl acetate/15% dic...